Dataset: the Open Reaction Database (ORD), a public repository of structured organic reaction records. Task: describe an organic reaction: reactants, conditions, products, and yield Reactants: S(=O)(Cl)Cl (Thionyl chloride), ClC=1C=C(CNC2=CC=C(C=N2)CO)C=CC1Cl ((6-((3,4-dichlorobenzyl)amino)pyridin-3-yl)methanol). Solvent: C(Cl)Cl (DCM). Reaction conditions: temperature 0 celsius, time 18 hour. Yields the product ClCC=1C=CC(=NC1)NCC1=CC(=C(C=C1)Cl)Cl (5-(chloromethyl)-N-(3,4-dichlorobenzyl)pyridin-2-amine). Reaction SMILES: S(Cl)([Cl:3])=O.[Cl:5][C:6]1[CH:7]=[C:8]([CH:19]=[CH:20][C:21]=1[Cl:22])[CH2:9][NH:10][C:11]1[N:16]=[CH:15][C:14]([CH2:17]O)=[CH:13][CH:12]=1>C(Cl)Cl>[Cl:3][CH2:17][C:14]1[CH:13]=[CH:12][C:11]([NH:10][CH2:9][C:8]2[CH:19]=[CH:20][C:21]([Cl:22])=[C:6]([Cl:5])[CH:7]=2)=[N:16][CH:15]=1. Procedure: Thionyl chloride (0.103 mL, 1.413 mmol) was added to a suspension of (6-((3,4-dichlorobenzyl)amino)pyridin-3-yl)methanol (0.1 g, 0.353 mmol) in DCM (3.5 mL) cooled to 0° C. The mixture was stirred for 18 h at room temperature. The resulting white suspension was concentrated to yield 5-(chloromethyl)-N-(3,4-dichlorobenzyl)pyridin-2-amine, used in the next step without purification. 1H NMR (400 MHz, METHANOL-d4) δ ppm 8.05 (1H, dd, J=9.29, 2.01 Hz), 7.92-8.01 (1H, m), 7.54-7.65 (2H, m), 7.36 (1H, ... The reactants are CCOC(=O)CCBr, O=C([O-])[O-], COc1ccccc1N1CCNCC1, CC#N, Cl, [I-], [K+], [K+], [K+]. Product: CCOC(=O)CCN1CCN(c2ccccc2OC)CC1. Reaction SMILES: [Br:16][CH2:17][CH2:18][C:19](=[O:20])[O:21][CH2:22][CH3:23].[C:24](=[O:25])([O-:26])[O-:27].[CH3:2][O:3][c:4]1[c:5]([N:10]2[CH2:11][CH2:12][NH:13][CH2:14][CH2:15]2)[cH:6][cH:7][cH:8][cH:9]1.[CH3:32][C:33]#[N:34].[ClH:1].[I-:31].[K+:28].[K+:29].[K+:30]>>[CH3:2][O:3][c:4]1[c:5]([N:10]2[CH2:11][CH2:12][N:13]([CH2:17][CH2:18][C:19](=[O:20])[O:21][CH2:22][CH3:23])[CH2:14][CH2:15]2)[cH:6][cH:7][cH:8][cH:9]1. Starting materials: Intermediate 33, CN1C=NC=C1C(O)C1=NC=CC=C1 ((1-methyl-1H-imidazol-5-yl)(pyridin-2-yl)methanol), COC1=CC=C(C=C1)C(O)C=1C=NC=CC1 ((4-methoxyphenyl)(pyridin-3-yl)methanol), Intermediate 35. Yields the product COC1=CC=C(C=C1)C(=O)C=1C=NC=CC1 ((4-Methoxyphenyl)(pyridin-3-yl)methanone). RXN SMILES: [CH3:1][O:2][C:3]1[CH:8]=[CH:7][C:6]([CH:9]([C:11]2[CH:12]=[N:13][CH:14]=[CH:15][CH:16]=2)[OH:10])=[CH:5][CH:4]=1.CN1C(C(C2C=CC=CN=2)O)=CN=C1>>[CH3:1][O:2][C:3]1[CH:4]=[CH:5][C:6]([C:9]([C:11]2[CH:12]=[N:13][CH:14]=[CH:15][CH:16]=2)=[O:10])=[CH:7][CH:8]=1. Reported procedure: The title compound was prepared analogously to the method in Intermediate 33: step b using (4-methoxyphenyl)(pyridin-3-yl)methanol (Intermediate 35: step a) in place of (1-methyl-1H-imidazol-5-yl)(pyridin-2-yl)methanol. Reactants: CCOCC, [K+], C1CC2CNCCN2C1, [OH-], O, N#CC(CCBr)(c1ccccc1)c1ccccc1. Product: N#CC(CCN1CCN2CCCC2C1)(c1ccccc1)c1ccccc1. As a reaction SMILES: [CH2:31]([O:32][CH2:33][CH3:34])[CH3:35].[K+:30].[N:19]12[CH2:20][CH2:21][NH:22][CH2:23][CH:24]1[CH2:25][CH2:26][CH2:27]2.[OH-:29].[OH2:28].[c:1]1([C:7]([C:8]#[N:9])([CH2:10][CH2:11][Br:12])[c:13]2[cH:14][cH:15][cH:16][cH:17][cH:18]2)[cH:2][cH:3][cH:4][cH:5][cH:6]1>>[c:1]1([C:7]([C:8]#[N:9])([CH2:10][CH2:11][N:22]2[CH2:21][CH2:20][N:19]3[CH:24]([CH2:23]2)[CH2:25][CH2:26][CH2:27]3)[c:13]2[cH:14][cH:15][cH:16][cH:17][cH:18]2)[cH:2][cH:3][cH:4][cH:5][cH:6]1. Isolated yield 47.7%. Run in C(Cl)Cl (CH2Cl2). Procedure: The crude diketone from step 1 (about 1.05 mmol) was treated with acetic acid (5 mL) and 6N HCl (5 mL). The resulting solution was stirred and heated in an oil bath at 100° C. for 1.5 hours. After cooling to room temperature, the mixture was poured into a slurry of solid Na2CO3 in CH2Cl2, dried over MgSO4, then filtered through a pad of silica gel and the product washed off with EtOAc. The filtrate and washings were concentrated under vacuum. The crude product was purified by preparative layer c... Reaction conditions: temperature 100 celsius. As a reaction SMILES: [NH2:1][C:2]1[C:3]([F:24])=[C:4]2[C:8](=[CH:9][C:10]=1[F:11])[C:7](=O)[C:6]([CH2:20][CH2:21][CH2:22][CH3:23])([CH2:13][CH2:14][C:15](=[O:19])[CH2:16][CH2:17][CH3:18])[CH2:5]2.C(O)(=O)C.Cl.C([O-])([O-])=O.[Na+].[Na+]>C(Cl)Cl>[NH2:1][C:2]1[C:3]([F:24])=[C:4]2[C:8]([C:7]3[C:6]([CH2:20][CH2:21][CH2:22][CH3:23])([CH2:5]2)[CH2:13][CH2:14][C:15](=[O:19])[C:16]=3[CH2:17][CH3:18])=[CH:9][C:10]=1[F:11] |f:3.4.5|. Reactants: NC=1C(=C2CC(C(C2=CC1F)=O)(CCC(CCC)=O)CCCC)F (5-amino-2-butyl-4,6-difluoro-2-(3-oxohexyl)-1-indanone), C(C)(=O)O (acetic acid), Cl (HCl), C(=O)([O-])[O-].[Na+].[Na+] (Na2CO3). The product is NC1=C(C=C2C3=C(C(CCC3(CC2=C1F)CCCC)=O)CC)F (7-amino-9a-butyl-4-ethyl-6,8-difluoro-1,2,9,9a-tetrahydro-3H-fluoren-3-one). The reactants are step-ii, FC=1C=C(CN2N=C(C(=C2C)B2OC(C(O2)(C)C)(C)C)C)C=CC1 (1-(3-fluoro benzyl)-3,5-dimethyl-4-(4,4,5,5-tetramethyl-1,3,2-dioxaborolan-2-yl)-1H-pyrazole), FC=1C=C(CN2N=C(C(=C2C)B2OC(C(O2)(C)C)(C)C)C)C=CC1 (1-(3-fluoro benzyl)-3,5-dimethyl-4-(4,4,5,5-tetramethyl-1,3,2-dioxaborolan-2-yl)-1H-pyrazole), IC1=CN(C2=NC=C(C=C21)C=2C=C(C=CC2)N2CCN(CC2)C(=O)OC(C)(C)C)S(=O)(=O)C2=CC=C(C)C=C2 (tert-butyl 4-(3-(3-iodo-1-tosyl-1H-pyrrolo[2,3-b]pyridin-5-yl)phenyl)piperazine-1-carboxylate), IC1=CN(C2=NC=C(C=C21)C=2C=C(C=CC2)N2CCN(CC2)C(=O)OC(C)(C)C)S(=O)(=O)C2=CC=C(C)C=C2 (tert-butyl 4-(3-(3-iodo-1-tosyl-1H-pyrrolo[2,3-b]pyridin-5-yl)phenyl)piperazine-1-carboxylate), C([O-])([O-])=O.[Na+].[Na+] (sodium carbonate). The reagents and catalysts are Cl[Pd]([P](C1=CC=CC=C1)(C2=CC=CC=C2)C3=CC=CC=C3)([P](C4=CC=CC=C4)(C5=CC=CC=C5)C6=CC=CC=C6)Cl (Pd(PPh3)2Cl2). Solvent: C1(=CC=CC=C1)C.C(C)O.O (toluene ethanol water). The product is FC=1C=C(CN2N=C(C(=C2C)C2=CN(C3=NC=C(C=C32)C=3C=C(C=CC3)N3CCN(CC3)C(=O)OC(C)(C)C)S(=O)(=O)C3=CC=C(C)C=C3)C)C=CC1 (tert-butyl 4-(3-(3-(1-(3-fluorobenzyl)-3,5-dimethyl-1H-pyrazol-4-yl)-1-tosyl-1H-pyrrolo[2,3-b]pyridin-5-yl)phenyl)piperazine-1-carboxylate). Isolated yield 60.0%. RXN SMILES: I[C:2]1[C:10]2[C:5](=[N:6][CH:7]=[C:8]([C:11]3[CH:12]=[C:13]([N:17]4[CH2:22][CH2:21][N:20]([C:23]([O:25][C:26]([CH3:29])([CH3:28])[CH3:27])=[O:24])[CH2:19][CH2:18]4)[CH:14]=[CH:15][CH:16]=3)[CH:9]=2)[N:4]([S:30]([C:33]2[CH:39]=[CH:38][C:36]([CH3:37])=[CH:35][CH:34]=2)(=[O:32])=[O:31])[CH:3]=1.[F:40][C:41]1[CH:42]=[C:43]([CH:61]=[CH:62][CH:63]=1)[CH2:44][N:45]1[C:49]([CH3:50])=[C:48](B2OC(C)(C)C(C)(C)O2)[C:47]([CH3:60])=[N:46]1.C(=O)([O-])[O-].[Na+].[Na+]>Cl[Pd](Cl)([P](C1C=CC=CC=1)(C1C=CC=CC=1)C1C=CC=CC=1)[P](C1C=CC=CC=1)(C1C=CC=CC=1)C1C=CC=CC=1.C1(C)C=CC=CC=1.C(O)C.O>[F:40][C:41]1[CH:42]=[C:43]([CH:61]=[CH:62][CH:63]=1)[CH2:44][N:45]1[C:49]([CH3:50])=[C:48]([C:2]2[C:10]3[C:5](=[N:6][CH:7]=[C:8]([C:11]4[CH:12]=[C:13]([N:17]5[CH2:22][CH2:21][N:20]([C:23]([O:25][C:26]([CH3:29])([CH3:28])[CH3:27])=[O:24])[CH2:19][CH2:18]5)[CH:14]=[CH:15][CH:16]=4)[CH:9]=3)[N:4]([S:30]([C:33]3[CH:39]=[CH:38][C:36]([CH3:37])=[CH:35][CH:34]=3)(=[O:32])=[O:31])[CH:3]=2)[C:47]([CH3:60])=[N:46]1 |f:2.3.4,6.7.8,^1:72,91|. Procedure details: Using similar reaction conditions as described in step-ii of example-1, tert-butyl 4-(3-(3-iodo-1-tosyl-1H-pyrrolo[2,3-b]pyridin-5-yl)phenyl)piperazine-1-carboxylate (intermediate 39) (250 mg, 0.379 mmol) was coupled with 1-(3-fluorobenzyl)-3,5-dimethyl-4-(4,4,5,5-tetramethyl-1,3,2-dioxaborolan-2-yl)-1H-pyrazole (intermediate 16) (220 mg, 0.666 mmol) in sodium carbonate (121 mg, 1.139 mmol), Pd(PPh3)2Cl2 (13.3 mg, 0.0189 mmol), toluene/ethanol/water (25/12.5/6 ml). This afforded 267 g (60% yield... Product: [N+](=O)([O-])C1=C(C=C2CCCC2=C1)NC(C)=O (N-(6-nitro-2,3-dihydro-1H-inden-5-yl)acetamide). Procedure details: H2O2 (70%, 0.60 mL, ca. 11.9 mmol) was added dropwise to a stirred solution of TFAA (1.7 mL, 11.9 mmol) in DCM (15 mL) at 0° C. The solution was stirred at 0° C. for 5 min, warmed to 20° C. for 10 min, then cooled to 0° C. and added to a stirred solution of 1-oxide 60 (412 mg, 1.2 mmol) and TFA (0.46 mL, 6.0 mmol) in DCM (20 mL) at 0° C. The solution was stirred at 20° C. for 4 h, diluted with dilute aqueous NH3 solution (10 mL) and extracted with CHCl3 (4×50 mL). The combined organic fraction w... Conditions: temperature 0 celsius, time 5 minute. Reaction SMILES: OO.C(O[C:10]([C:12](F)(F)F)=[O:11])(C(F)(F)F)=O.N1(CCCNC2N=[N+:28]([O-:39])[C:29]3[CH:38]=[C:37]4[C:33]([CH2:34][CH2:35][CH2:36]4)=[CH:32][C:30]=3[N:31]=2)CCOCC1.C(O)(C(F)(F)F)=[O:41]>C(Cl)Cl.N>[N+:28]([C:29]1[CH:38]=[C:37]2[C:33]([CH2:34][CH2:35][CH2:36]2)=[CH:32][C:30]=1[NH:31][C:10](=[O:11])[CH3:12])([O-:39])=[O:41]. Starting materials: OO (H2O2), C(=O)(C(F)(F)F)OC(=O)C(F)(F)F (TFAA), N1(CCOCC1)CCCNC=1N=[N+](C2=C(N1)C=C1CCCC1=C2)[O-] (N-[3-(4-Morpholinyl)propyl]-7,8-dihydro-6H-indeno[5,6-e][1,2,4]triazin-3-amine 1-Oxide), C(=O)(C(F)(F)F)O (TFA). The solvent is N (NH3), C(Cl)Cl (DCM), C(Cl)Cl (DCM).